Dataset: the Open Reaction Database (ORD), a public repository of structured organic reaction records. Task: describe an organic reaction: reactants, conditions, products, and yield The reactants are BrC=1C(=C(C#N)C=C(C1)C(F)(F)F)C (3-bromo-methyl-5-trifluoromethyl-benzonitrile), N.CO (ammonia methanol). Reaction conditions: temperature 55 celsius, time 30 minute. Yields the product NCC=1C=C(C#N)C=C(C1)C(F)(F)F (3-aminomethyl-5-trifluoromethyl-benzonitrile). Reaction SMILES: Br[C:2]1[C:3](C)=[C:4]([CH:7]=[C:8]([C:10]([F:13])([F:12])[F:11])[CH:9]=1)[C:5]#[N:6].[NH3:15].[CH3:16]O>>[NH2:6][CH2:5][C:4]1[CH:3]=[C:2]([CH:9]=[C:8]([C:10]([F:11])([F:12])[F:13])[CH:7]=1)[C:16]#[N:15] |f:1.2|. Procedure details: 3-Bromomethyl-5-trifluoromethyl-benzonitrile (which is prepared in Reference Example 12) (15.9 g) is dissolved in 7M-ammonia/methanol (550 ml), and the mixture is stirred at 50-60° C. for 30 minutes. The reaction solution is concentrated under reduced pressure. To the resulting residue are added a saturated aqueous sodium bicarbonate solution and chloroform, and the mixture is separated, and the organic layer is dried over sodium sulfate, and concentrated under reduced pressure. The resulting re... Reactants: COC=1C=C(C=CC1OC)S(=O)(=O)NC=1C=C(C2=C(C=CO2)C1)N1CCCC1 (3,4-Dimethoxy-N-(7-pyrrolidin-1-yl-1-benzofuran-5-yl)benzenesulfonamide), N1(CCCC1)C1=CC(=CC=2C=COC21)N (7-pyrrolidin-1-yl-1-benzofuran-5-amine), N1(CCCC1)C1=CC(=CC=2C=COC21)N (7-pyrrolidin-1-yl-1-benzofuran-5-amine). Product: N1(CCCC1)C1=CC(=CC=2C=COC21)NS(=O)(=O)C2=CC=CC=C2 (N-(7-Pyrrolidin-1-yl-1-benzofuran-5-yl)benzenesulfonamide). Reaction SMILES: CO[C:3]1[CH:4]=[C:5]([S:11]([NH:14][C:15]2[CH:16]=[C:17]([N:24]3[CH2:28][CH2:27][CH2:26][CH2:25]3)[C:18]3[O:22][CH:21]=[CH:20][C:19]=3[CH:23]=2)(=[O:13])=[O:12])[CH:6]=[CH:7][C:8]=1OC.N1(C2C3OC=CC=3C=C(N)C=2)CCCC1>>[N:24]1([C:17]2[C:18]3[O:22][CH:21]=[CH:20][C:19]=3[CH:23]=[C:15]([NH:14][S:11]([C:5]3[CH:6]=[CH:7][CH:8]=[CH:3][CH:4]=3)(=[O:13])=[O:12])[CH:16]=2)[CH2:28][CH2:27][CH2:26][CH2:25]1. Procedure details: The title compound was prepared according to the procedure of Intermediate 3 starting from 7-pyrrolidin-1-yl-1-benzofuran-5-amine (Intermediate 9). Yield: 30 mg (22%). 1H NMR (400 MHz, DMSO-d6) δ ppm 1.86-1.93 (m, 4H), 3.36-3.43 (m, 4H), 6.13 (br s, 1H), 6.59 (br s, 1H), 6.73 (d, 1H), 7.45-7.60 (m, 3H), 7.73 (d, 2H), 7.79 (d, 1H), 9.92 (s, 1H); 13C NMR (100 MHz, DMSO-d6) δ ppm 24.73, 48.79, 100.68, 101.51, 106.97, 126.74, 128.33, 129.05, 132.58, 133.70, 134.62, 139.67, 140.68, 145.40; MS (ESI+) ... The reactants are BrCC=1N=C(SC1C(=O)OCC)N1CCOCC1 (Ethyl 4-(bromomethyl)-2-(morpholin-4-yl)-1,3-thiazole-5-carboxylate), O1CCOCC1 (1,4-dioxane), O (water), O1CCOC2=C1C=CC(=C2)B(O)O (1,4-benzodioxane-6-boronic acid), C([O-])([O-])=O.[Cs+].[Cs+] (cesium carbonate). The reagents and catalysts are C=1C=CC(=CC1)[P](C=2C=CC=CC2)(C=3C=CC=CC3)[Pd]([P](C=4C=CC=CC4)(C=5C=CC=CC5)C=6C=CC=CC6)([P](C=7C=CC=CC7)(C=8C=CC=CC8)C=9C=CC=CC9)[P](C=1C=CC=CC1)(C=1C=CC=CC1)C=1C=CC=CC1 (tetrakis(triphenylphosphine)palladium(0)). Run at temperature 90 celsius, time 1 hour. Yields the product O1CCOC2=C1C=CC(=C2)CC=2N=C(SC2C(=O)OCC)N2CCOCC2 (ethyl 4-(2,3-dihydro-1,4-benzodioxin-6-ylmethyl)-2-(morpholin-4-yl)-1,3-thiazole-5-carboxylate). Yield: 47.1%. RXN SMILES: Br[CH2:2][C:3]1[N:4]=[C:5]([N:13]2[CH2:18][CH2:17][O:16][CH2:15][CH2:14]2)[S:6][C:7]=1[C:8]([O:10][CH2:11][CH3:12])=[O:9].[O:19]1[C:24]2[CH:25]=[CH:26][C:27](B(O)O)=[CH:28][C:23]=2[O:22][CH2:21][CH2:20]1.C(=O)([O-])[O-].[Cs+].[Cs+].O1CCOCC1.O>C1C=CC([P]([Pd]([P](C2C=CC=CC=2)(C2C=CC=CC=2)C2C=CC=CC=2)([P](C2C=CC=CC=2)(C2C=CC=CC=2)C2C=CC=CC=2)[P](C2C=CC=CC=2)(C2C=CC=CC=2)C2C=CC=CC=2)(C2C=CC=CC=2)C2C=CC=CC=2)=CC=1>[O:19]1[C:24]2[CH:25]=[CH:26][C:27]([CH2:2][C:3]3[N:4]=[C:5]([N:13]4[CH2:18][CH2:17][O:16][CH2:15][CH2:14]4)[S:6][C:7]=3[C:8]([O:10][CH2:11][CH3:12])=[O:9])=[CH:28][C:23]=2[O:22][CH2:21][CH2:20]1 |f:2.3.4,^1:48,50,69,88|. Procedure: Ethyl 4-(bromomethyl)-2-(morpholin-4-yl)-1,3-thiazole-5-carboxylate (109.4 mg, 0.326 mmol), 1,4-benzodioxane-6-boronic acid (91.0 mg, 0.506 mmol), tetrakis(triphenylphosphine)palladium(0) (43.0 mg, 0.0372 mmol), cesium carbonate (430 mg, 1.3 mmol), 1,4-dioxane (2.19 mL, 28.0 mmol) and water (43.8 uL, 2.43 mmol) were combined in a vial equipped with a stirbar. The vial was sealed and the atmosphere was replaced with nitrogen. The vial was sonicated for 1 minute then heated at 90° C. (heating bloc... Reactants: [C@H]1(CCC2=CC=CC=C12)NC1=NC2=CC=C(C=C2C=C1)N ((R)—N2-indan-1-yl-quinoline-2,6-diamine), FC1=C(C=CC=C1)N=C=O (2-fluorophenyl-isocyanate). Yields the product FC1=C(C=CC=C1)NC(=O)NC=1C=C2C=CC(=NC2=CC1)N[C@@H]1CCC2=CC=CC=C12 (1-(2-Fluoro-phenyl)-3-[2-((R)-indan-1-ylamino)-quinolin-6-yl]-urea). As a reaction SMILES: [C@H:1]1([NH:10][C:11]2[CH:20]=[CH:19][C:18]3[C:13](=[CH:14][CH:15]=[C:16]([NH2:21])[CH:17]=3)[N:12]=2)[C:9]2[C:4](=[CH:5][CH:6]=[CH:7][CH:8]=2)[CH2:3][CH2:2]1.[F:22][C:23]1[CH:28]=[CH:27][CH:26]=[CH:25][C:24]=1[N:29]=[C:30]=[O:31]>>[F:22][C:23]1[CH:28]=[CH:27][CH:26]=[CH:25][C:24]=1[NH:29][C:30]([NH:21][C:16]1[CH:17]=[C:18]2[C:13](=[CH:14][CH:15]=1)[N:12]=[C:11]([NH:10][C@H:1]1[C:9]3[C:4](=[CH:5][CH:6]=[CH:7][CH:8]=3)[CH2:3][CH2:2]1)[CH:20]=[CH:19]2)=[O:31]. Procedure details: The title compound, MS: m/e=413.7 (M+H+), was prepared in accordance with the general method 4 of example 16 from (R)—N2-indan-1-yl-quinoline-2,6-diamine and 2-fluorophenyl-isocyanate. The reactants are CC(=O)NNc1ccc(Cl)cc1Cl, Cc1ccccc1, O=P(Cl)(Cl)Cl. Product: CC(Cl)=NNc1ccc(Cl)cc1Cl. Reaction SMILES: [C:1]([CH3:2])(=[O:3])[NH:4][NH:5][c:6]1[c:7]([Cl:13])[cH:8][c:9]([Cl:12])[cH:10][cH:11]1.[CH3:19][c:20]1[cH:21][cH:22][cH:23][cH:24][cH:25]1.[P:14]([Cl:15])([Cl:16])([Cl:17])=[O:18]>>[C:1]([CH3:2])(=[N:4][NH:5][c:6]1[c:7]([Cl:13])[cH:8][c:9]([Cl:12])[cH:10][cH:11]1)[Cl:16]. The reactants are 27.0, C(CCCCCCCCCCCCCCCCC)O (stearyl alcohol), COC(=O)CC#N (methyl cyano acetate), Cl (hydrogen chloride). Run in C(C)OCC (ethyl ether). Conditions: time 2 day. The product is 19.0, Cl.COC(=O)CC(OCCCCCCCCCCCCCCCCCC)=N (stearyl methoxycarbonylacetimidate hydrochloride). The yield is 46.8%. Reaction SMILES: [CH2:1]([OH:19])[CH2:2][CH2:3][CH2:4][CH2:5][CH2:6][CH2:7][CH2:8][CH2:9][CH2:10][CH2:11][CH2:12][CH2:13][CH2:14][CH2:15][CH2:16][CH2:17][CH3:18].[CH3:20][O:21][C:22]([CH2:24][C:25]#[N:26])=[O:23].[ClH:27]>C(OCC)C>[ClH:27].[CH3:20][O:21][C:22]([CH2:24][C:25](=[NH:26])[O:19][CH2:1][CH2:2][CH2:3][CH2:4][CH2:5][CH2:6][CH2:7][CH2:8][CH2:9][CH2:10][CH2:11][CH2:12][CH2:13][CH2:14][CH2:15][CH2:16][CH2:17][CH3:18])=[O:23] |f:4.5|. Reported procedure: In a mixture of 27.0 parts of stearyl alcohol in 200 volume parts of dry ethyl ether and 9.9 parts of methyl cyano acetate was introduced about 5.3 parts of dry hydrogen chloride gas at room temperature, followed by keeping at room temperature for 2 days. The resulting white precipitates were washed with ethylether and dried to give 19.0 parts of stearyl methoxycarbonylacetimidate hydrochloride melting at 83° to 85°C (decomposition). Yield: 46.8% The reactants are CC(C)(O)C1CCCN1Cc1ccccc1, CC(=O)O, CO, [OH-], [OH-], [Pd+2]. The product is CC(C)(O)C1CCCN1. As a reaction SMILES: [CH2:1]([c:2]1[cH:3][cH:4][cH:5][cH:6][cH:7]1)[N:8]1[CH:9]([C:13]([CH3:14])([CH3:15])[OH:16])[CH2:10][CH2:11][CH2:12]1.[CH3:17][C:18](=[O:19])[OH:20].[CH3:21][OH:22].[OH-:23].[OH-:25].[Pd+2:24]>>[NH:8]1[CH:9]([C:13]([CH3:14])([CH3:15])[OH:16])[CH2:10][CH2:11][CH2:12]1. Reactants: Cl (hydrogen chloride), [H][H] (hydrogen), FC=1C=C(C=CC(=O)O)C=CC1[N+](=O)[O-] (3-fluoro-4-nitrocinnamic acid). The reagents and catalysts are C(C)O (ethanol), [Pd] (palladium-on-carbon). Product: FC=1C=C(CCC(=O)O)C=CC1N (3-fluoro-4-aminohydrocinnamic acid). RXN SMILES: [F:1][C:2]1[CH:3]=[C:4]([CH:10]=[CH:11][C:12]=1[N+:13]([O-])=O)[CH:5]=[CH:6][C:7]([OH:9])=[O:8].Cl.[H][H]>C(O)C.[Pd]>[F:1][C:2]1[CH:3]=[C:4]([CH:10]=[CH:11][C:12]=1[NH2:13])[CH2:5][CH2:6][C:7]([OH:9])=[O:8]. Procedure: A mixture of 5.0 g. of 3-fluoro-4-nitrocinnamic acid and 100 mg. of 10% palladium-on-carbon in 200 ml. of ethanol containing 5 drops of 5.5 N ethanolic hydrogen chloride is treated with hydrogen in a Parr apparatus at room temperature for 3 hours. The mixture is then filtered through Celite and the filtrate is concentrated, affording 3-fluoro-4-aminohydrocinnamic acid. The reactants are C(C)(=O)O[C@@H](C)[C@H]1CC[C@H]2[C@@H]3CC=C4C[C@H](CC[C@]4(C)[C@H]3CC[C@]12C)OC(C)OCC ((3β,20S)-3-[(1-ethoxyethyl)oxy]pregn-5-en-20-ol acetate), aqueous solution, Cl (hydrochloric acid), O (water), C(O)([O-])=O.[Na+] (sodium hydrogen carbonate). The solvent is CC(=O)C (acetone). Run at time 45 minute. Product: C(C)(=O)O[C@@H](C)[C@H]1CC[C@H]2[C@@H]3CC=C4C[C@H](CC[C@]4(C)[C@H]3CC[C@]12C)O ((3β,20S)-pregn-5-ene-3,20-diol 20-acetate). The yield is 97.1%. Reaction SMILES: [C:1]([O:4][C@H:5]([C@@H:7]1[C@:24]2([CH3:25])[C@H:10]([C@H:11]3[C@H:21]([CH2:22][CH2:23]2)[C@:19]2([CH3:20])[C:14]([CH2:15][C@@H:16]([O:26]C(OCC)C)[CH2:17][CH2:18]2)=[CH:13][CH2:12]3)[CH2:9][CH2:8]1)[CH3:6])(=[O:3])[CH3:2].Cl.O.C(=O)([O-])O.[Na+]>CC(C)=O>[C:1]([O:4][C@H:5]([C@@H:7]1[C@:24]2([CH3:25])[C@H:10]([C@H:11]3[C@H:21]([CH2:22][CH2:23]2)[C@:19]2([CH3:20])[C:14]([CH2:15][C@@H:16]([OH:26])[CH2:17][CH2:18]2)=[CH:13][CH2:12]3)[CH2:9][CH2:8]1)[CH3:6])(=[O:3])[CH3:2] |f:3.4|. Reported procedure: iv)—A solution of (3β,20S)-3-[(1-ethoxyethyl)oxy]pregn-5-en-20-ol acetate (66.1 g) in acetone (1330 ml) was treated with a 4 M aqueous solution of hydrochloric acid (13.2 ml). The reaction mixture was stirred for 45 minutes and subsequently poured into a mixture of water (3 l) and a saturated aqueous solution of sodium hydrogen carbonate (500 ml). The resulting precipitate was collected by filtration and then dissolved in dichloromethane. The filtrate was extracted with ethyl acetate. The dichlo...